Dataset: the Open Reaction Database (ORD), a public repository of structured organic reaction records. Task: describe an organic reaction: reactants, conditions, products, and yield Starting materials: COC(=O)NC=CC1=CC=C(OCC2CO2)C=C1 (1-[p-(2-methoxycarbonylaminovinyl)-phenoxy]-2,3-epoxy-propane), C(C)#N (acetonitrile), NC(CCC1=CC=CC=C1)C (3-amino-1-phenylbutane), C(C)#N (acetonitrile). Conditions: time 20 hour. Product: COC(=O)NC=CC1=CC=C(OC(C(CC(CCC2=CC=CC=C2)C)O)N)C=C1 (1-[p-(2-methoxycarbonylaminovinyl)-phenoxy]-2-hydroxy-3-(1-methyl-3-phenyl-propyl)-amino propane). Reaction SMILES: [CH3:1][O:2][C:3]([NH:5][CH:6]=[CH:7][C:8]1[CH:18]=[CH:17][C:11]([O:12][CH2:13][CH:14]2[O:16][CH2:15]2)=[CH:10][CH:9]=1)=[O:4].N[CH:20]([CH3:29])[CH2:21][CH2:22][C:23]1[CH:28]=[CH:27][CH:26]=[CH:25][CH:24]=1.C(#[N:32])C>>[CH3:1][O:2][C:3]([NH:5][CH:6]=[CH:7][C:8]1[CH:18]=[CH:17][C:11]([O:12][CH:13]([NH2:32])[CH:14]([OH:16])[CH2:15][CH:20]([CH3:29])[CH2:21][CH2:22][C:23]2[CH:28]=[CH:27][CH:26]=[CH:25][CH:24]=2)=[CH:10][CH:9]=1)=[O:4]. Procedure details: 2.49 g (0.01 mol) of 1-[p-(2-methoxycarbonylaminovinyl)-phenoxy]-2,3-epoxy-propane are dissolved in 25 ml of acetonitrile and added dropwise to a boiling stirred solution of 1.42 g (0.0095 mol) of 3-amino-1-phenylbutane in 20 ml of acetonitrile. The mixture is stirred for 20 hours under reflux, the solvent is removed by distillation under reduced pressure and the oil which remains is partitioned between 120 ml of 0.1 N hydrochloric acid and 100 ml of ethyl acetate. The hydrochloric acid extract ...